This data is from the Open Reaction Database (ORD), a public repository of structured organic reaction records. The task is: describe an organic reaction: reactants, conditions, products, and yield Reactants: CN1CCN(CC1)C=1OC2=C(N1)C=CC=C2 (2-(4-methyl-1-piperazinyl)-benzoxazole), C(C1=CC=CC=C1)Br (benzyl bromide). The solvent is C1CCOC1 (THF). Conditions: time 1 hour. The product is [Br-].C(C1=CC=CC=C1)[N+]1(CCN(CC1)C=1OC2=C(N1)C=CC=C2)C (1-Benzyl-1-methyl-4-(benzoxazol-2-yl)piperazinium bromide). RXN SMILES: [CH3:1][N:2]1[CH2:7][CH2:6][N:5]([C:8]2[O:9][C:10]3[CH:16]=[CH:15][CH:14]=[CH:13][C:11]=3[N:12]=2)[CH2:4][CH2:3]1.[CH2:17]([Br:24])[C:18]1[CH:23]=[CH:22][CH:21]=[CH:20][CH:19]=1>C1COCC1>[Br-:24].[CH2:17]([N+:2]1([CH3:1])[CH2:3][CH2:4][N:5]([C:8]2[O:9][C:10]3[CH:16]=[CH:15][CH:14]=[CH:13][C:11]=3[N:12]=2)[CH2:6][CH2:7]1)[C:18]1[CH:23]=[CH:22][CH:21]=[CH:20][CH:19]=1 |f:3.4|. Procedure details: A 300 mg portion of 2-(4-methyl-1-piperazinyl)-benzoxazole was dissolved in 5 ml of THF. Under cooling with ice, 354 mg of benzyl bromide was added to the thus prepared solution, and the reaction was carried out for 1 hour at the same temperature and then for 22 hours at room temperature. The thus formed precipitate was collected by filtration and washed with acetone. The filtrate was concentrated under a reduced pressure, and the resulting residue was dissolved in 50 ml of water, washed with et... The reactants are CCCn1c(=O)[nH]c2ccccc2c1=O, ClSC(Cl)(Cl)Cl, [K+], [OH-], O. The product is CCCn1c(=O)c2ccccc2n(SC(Cl)(Cl)Cl)c1=O. RXN SMILES: [CH2:1]([CH2:2][CH3:3])[n:4]1[c:5](=[O:15])[nH:6][c:7]2[cH:8][cH:9][cH:10][cH:11][c:12]2[c:13]1=[O:14].[Cl:18][C:19]([S:20][Cl:21])([Cl:22])[Cl:23].[K+:17].[OH-:16].[OH2:24]>>[CH2:1]([CH2:2][CH3:3])[n:4]1[c:5](=[O:15])[n:6]([S:20][C:19]([Cl:18])([Cl:22])[Cl:23])[c:7]2[cH:8][cH:9][cH:10][cH:11][c:12]2[c:13]1=[O:14]. The reactants are O=C(O)c1cnc(Cl)c(Br)c1, CS(C)=O, [K+], [OH-], O, OCC1CC1, O=C(O)CC(O)(CC(=O)O)C(=O)O. Product: O=C(O)c1cnc(OCC2CC2)c(Br)c1. RXN SMILES: [Br:1][c:2]1[c:3]([Cl:11])[n:4][cH:5][c:6]([C:7](=[O:8])[OH:9])[cH:10]1.[CH3:32][S:33]([CH3:34])=[O:35].[K+:18].[OH-:17].[OH2:36].[OH:12][CH2:13][CH:14]1[CH2:15][CH2:16]1.[OH:19][C:20]([CH2:21][C:22]([C:23](=[O:24])[OH:25])([CH2:26][C:27](=[O:28])[OH:29])[OH:30])=[O:31]>>[Br:1][c:2]1[c:3]([O:12][CH2:13][CH:14]2[CH2:15][CH2:16]2)[n:4][cH:5][c:6]([C:7](=[O:8])[OH:9])[cH:10]1. The reactants are CCC(C)(C)C(=O)O[C@H]1C[C@H](C=C2[C@H]1[C@H]([C@H](C=C2)C)CC[C@@H]3C[C@H](CC(=O)O3)O)C.C1(=CC=CC=C1)B([O-])[O-] (simvastatin phenylboronate), OCC(C)(CO)C (neopentyl glycol). Solvent: C1(=CC=CC=C1)C (toluene). Conditions: temperature 78 celsius. The product is CCC(C)(C)C(=O)O[C@H]1C[C@H](C=C2[C@H]1[C@H]([C@H](C=C2)C)CC[C@@H]3C[C@H](CC(=O)O3)O)C (simvastatin). The yield is 75.7%. RXN SMILES: [CH3:1][CH2:2][C:3]([C:6]([O:8][C@@H:9]1[C@@H:14]2[C@@H:15]([CH2:20][CH2:21][C@H:22]3[O:28][C:26](=[O:27])[CH2:25][C@H:24]([OH:29])[CH2:23]3)[C@@H:16]([CH3:19])[CH:17]=[CH:18][C:13]2=[CH:12][C@H:11]([CH3:30])[CH2:10]1)=[O:7])([CH3:5])[CH3:4].C1(B([O-])[O-])C=CC=CC=1.OCC(C)(CO)C>C1(C)C=CC=CC=1>[CH3:1][CH2:2][C:3]([C:6]([O:8][C@@H:9]1[C@@H:14]2[C@@H:15]([CH2:20][CH2:21][C@H:22]3[O:28][C:26](=[O:27])[CH2:25][C@H:24]([OH:29])[CH2:23]3)[C@@H:16]([CH3:19])[CH:17]=[CH:18][C:13]2=[CH:12][C@H:11]([CH3:30])[CH2:10]1)=[O:7])([CH3:5])[CH3:4] |f:0.1|. Procedure: A mixture of simvastatin phenylboronate (5.22 g, 0.010 mol), toluene (31 mL), and neopentyl glycol (1.11 g, 0.0107 mol) was heated under a nitrogen atmosphere at 77 to 79° C. for 1 hour and 40 minutes. The solution was concentrated under reduced pressure at a bath temperature of 60° C. to a final volume of 5 mL and n-heptane (160 mL) was added at a temperature of 50-60° C. The crude simvastatin was filtered and washed with heptane to provide 3.17 g (76%) of simvastatin. By appropriate manipulati...